From a dataset of the Open Reaction Database (ORD), a public repository of structured organic reaction records. describe an organic reaction: reactants, conditions, products, and yield Reactants: solid, BrC1=CC(=CC=2C(=C3N(C12)CCCNC3=O)C)C#N (7-bromo-11-methyl-1-oxo-2,3,4,5-tetrahydro-[1,4]diazepino[1,2-a]indole-9-carbonitrile), BrC1=CC(=CC=2C(=C3N(C12)CCCNC3=O)C)C#N (7-bromo-11-methyl-1-oxo-2,3,4,5-tetrahydro-[1,4]diazepino[1,2-a]indole-9-carbonitrile), C(#N)C1=CC=C(C=C1)B(O)O (4-cyanophenylboronic acid). The product is C(#N)C1=CC=C(C=C1)C1=CC(=CC=2C(=C3N(C12)CCCNC3=O)C)C#N (7-(4-Cyanophenyl)-11-methyl-1-oxo-2,3,4,5-tetrahydro-[1,4]diazepino[1,2-a]indole-9-carbonitrile). RXN SMILES: Br[C:2]1[C:10]2[N:9]3[CH2:11][CH2:12][CH2:13][NH:14][C:15](=[O:16])[C:8]3=[C:7]([CH3:17])[C:6]=2[CH:5]=[C:4]([C:18]#[N:19])[CH:3]=1.[C:20]([C:22]1[CH:27]=[CH:26][C:25](B(O)O)=[CH:24][CH:23]=1)#[N:21]>>[C:20]([C:22]1[CH:27]=[CH:26][C:25]([C:2]2[C:10]3[N:9]4[CH2:11][CH2:12][CH2:13][NH:14][C:15](=[O:16])[C:8]4=[C:7]([CH3:17])[C:6]=3[CH:5]=[C:4]([C:18]#[N:19])[CH:3]=2)=[CH:24][CH:23]=1)#[N:21]. Procedure: The title compound, white solid (30 mg, 35%), MS (ISP) m/z=341.6 [(M+H)+], mp 314° C., was prepared in accordance with the general method of example 1 from 7-bromo-11-methyl-1-oxo-2,3,4,5-tetrahydro-[1,4]diazepino[1,2-a]indole-9-carbonitrile (intermediate 17) (79.5 mg, 0.25 mmol) and commercially available 4-cyanophenylboronic acid (47.8 mg, 0.325 mmol). Isolated yield 63.5%. As a reaction SMILES: [CH:1]1([CH2:4][NH:5][C:6]2[CH:12]=[CH:11][C:10]([C:13]3[O:14][C:15]4[CH:21]=[CH:20][CH:19]=[CH:18][C:16]=4[N:17]=3)=[CH:9][C:7]=2[NH2:8])[CH2:3][CH2:2]1.CO[C:24](OC)(OC)[CH3:25]>CO>[O:14]1[C:15]2[CH:21]=[CH:20][CH:19]=[CH:18][C:16]=2[N:17]=[C:13]1[C:10]1[CH:11]=[CH:12][C:6]2[N:5]([CH2:4][CH:1]3[CH2:2][CH2:3]3)[C:24]([CH3:25])=[N:8][C:7]=2[CH:9]=1. Run at time 10 hour. Reported procedure: To a methanol (5 mL) solution of 2-(2-cyclopropylmethylaminoanilin-5-yl)benzoxazole (see Working Example 54-1) (140 mg, 0.425 mmol) was added 1,1,1-trimethoxyethane (75 mg, 0.624 mmol), and this was stirred at room temperature for 10 hours. After the reaction was complete, this was concentrated, and the residue obtained was purified by silica gel column chromatography to yield the title compound (81.9 mg, 54% yield) as pink crystals. Run in CO (methanol). Yields the product O1C(=NC2=C1C=CC=C2)C2=CC1=C(N(C(=N1)C)CC1CC1)C=C2 (5-(benzoxazol-2-yl)-2-methyl-1-cyclopropylmethylbenzimidazole). Starting materials: C1(CC1)CNC1=C(N)C=C(C=C1)C=1OC2=C(N1)C=CC=C2 (2-(2-cyclopropylmethylaminoanilin-5-yl)benzoxazole), COC(C)(OC)OC (1,1,1-trimethoxyethane).